From a dataset of the Open Reaction Database (ORD), a public repository of structured organic reaction records. describe an organic reaction: reactants, conditions, products, and yield Starting materials: [OH-].[K+] (potassium hydroxide), OC1=CC=C(C=C1)C(C)=O (p-hydroxy-acetophenone), ClCC=CCCOC(C)C (1-chloro-5-isopropoxy-2-pentene). Run in COCCOC (1,2-dimethoxyethane). Run at time 24 hour. Product: C(C)(C)OCCC=CCOC1=CC=C(C=C1)C(C)=O (4'-(5-isopropoxy-2-pentenyloxy)-acetophenone). Reaction SMILES: [OH-].[K+].[OH:3][C:4]1[CH:9]=[CH:8][C:7]([C:10](=[O:12])[CH3:11])=[CH:6][CH:5]=1.Cl[CH2:14][CH:15]=[CH:16][CH2:17][CH2:18][O:19][CH:20]([CH3:22])[CH3:21]>COCCOC>[CH:20]([O:19][CH2:18][CH2:17][CH:16]=[CH:15][CH2:14][O:3][C:4]1[CH:9]=[CH:8][C:7]([C:10](=[O:12])[CH3:11])=[CH:6][CH:5]=1)([CH3:22])[CH3:21] |f:0.1|. Procedure details: 3.4 g (0.06 mol) of pulverised potassium hydroxide are added to a solution of 8.2 g (0.06 mol) of p-hydroxy-acetophenone and 14.6 g (0.09 mol) of 1-chloro-5-isopropoxy-2-pentene in 100 cc of 1,2-dimethoxyethane. The mixture is stirred at 60° during the course of 24 hours and is subsequently filtered. The filtrate is evaporated at reduced pressure, the residue is taken up in ether, and the ether solution is washed with saturated salt solution. The organic phase is dried with sodium sulphate and e... The reactants are COC(=O)c1ccc(OCCCNC2=C(c3ccccc3)S(=O)(=O)N(C(C)(C)C)C2=O)cc1, [I-], [Li+], c1ccncc1. Yields the product CC(C)(C)N1C(=O)C(NCCCOc2ccc(C(=O)O)cc2)=C(c2ccccc2)S1(=O)=O. RXN SMILES: [C:1]([CH3:2])([CH3:3])([CH3:4])[N:5]1[S:6](=[O:32])(=[O:33])[C:7]([c:26]2[cH:27][cH:28][cH:29][cH:30][cH:31]2)=[C:8]([NH:11][CH2:12][CH2:13][CH2:14][O:15][c:16]2[cH:17][cH:18][c:19]([C:20](=[O:21])[O:22][CH3:23])[cH:24][cH:25]2)[C:9]1=[O:10].[I-:34].[Li+:35].[cH:36]1[cH:37][cH:38][n:39][cH:40][cH:41]1>>[C:1]([CH3:2])([CH3:3])([CH3:4])[N:5]1[S:6](=[O:32])(=[O:33])[C:7]([c:26]2[cH:27][cH:28][cH:29][cH:30][cH:31]2)=[C:8]([NH:11][CH2:12][CH2:13][CH2:14][O:15][c:16]2[cH:17][cH:18][c:19]([C:20](=[O:21])[OH:22])[cH:24][cH:25]2)[C:9]1=[O:10].